This data is from the Open Reaction Database (ORD), a public repository of structured organic reaction records. The task is: describe an organic reaction: reactants, conditions, products, and yield Reactants: NC1=CC=CC=C1 (Aniline), C(C)OC(CC(=O)C)=O (ethylacetoacetate), O.C1(=CC=C(C=C1)S(=O)(=O)O)C (p-toluenesulfonic acid-hydrate). The solvent is C1(=CC=CC=C1)C (toluene). Conditions: time 1 hour. Product: C(C)OC(C=C(C)NC1=CC=CC=C1)=O (ethyl-3-phenylaminobut-2-enoate). As a reaction SMILES: [NH2:1][C:2]1[CH:7]=[CH:6][CH:5]=[CH:4][CH:3]=1.[CH2:8]([O:10][C:11](=[O:16])[CH2:12][C:13]([CH3:15])=O)[CH3:9].O.C1(C)C=CC(S(O)(=O)=O)=CC=1>C1(C)C=CC=CC=1>[CH2:8]([O:10][C:11](=[O:16])[CH:12]=[C:13]([NH:1][C:2]1[CH:7]=[CH:6][CH:5]=[CH:4][CH:3]=1)[CH3:15])[CH3:9] |f:2.3|. Procedure: Aniline (0.20 mol) and ethylacetoacetate (0.20 mol) are mixed in toluene (200 mL) containing 0.04 g of p-toluenesulfonic acid-hydrate and heated at reflux under a water separator for one hour. The toluene is removed under vacuum to afford the ethyl-3-phenylaminobut-2-enoate which can be used as is for the preparation of the ethyl 2-methyl-3-quinolinecarboxylate. The reactants are CC1=C2C=CC=C(C2=CC=C1)O (5-Methyl-1-naphthol), C(CC(=O)O)(=O)O (malonic acid), ice water. Conditions: temperature 75 celsius, time 8 hour. Yields the product OC1=CC(OC2=C3C(=CC=C12)C(=CC=C3)C)=O (4-Hydroxy-7-methyl-benzo[h]chromen-2-one). Yield: 43.3%. Reaction SMILES: [CH3:1][C:2]1[CH:11]=[CH:10][CH:9]=[C:8]2[C:3]=1[CH:4]=[CH:5][CH:6]=[C:7]2[OH:12].[C:13](O)(=[O:18])[CH2:14][C:15](O)=[O:16]>>[OH:18][C:13]1[C:6]2[C:7](=[C:8]3[CH:9]=[CH:10][CH:11]=[C:2]([CH3:1])[C:3]3=[CH:4][CH:5]=2)[O:12][C:15](=[O:16])[CH:14]=1. Procedure details: The mixture of 5-methyl-1-naphthol (6) (1.0 g, 6.33 mmol), malonic acid (658 mg, 6.33 mmol), and PPA (10 g) was heated at 75° C. for 3 h. After the reaction, ice-water was added to the black residue. The solid was filtered, dissolved in 10% Na2CO3 solution, and stirred overnight. The basic solution was filtered, and the filtrate was acidified with 2 N HCl solution until the pH was about 4. The precipitate was then filtered and purified by silica gel chromatography to yield 7 (620 mg, 43%) as a y... The reactants are ClC1=C(C=C(C=N1)N)OC (6-chloro-5-methoxypyridin-3-amine), FC1=NC=C(C=C1C1=NC(=NC(=N1)C)N(CC1=CC=C(C=C1)OC)CC1=CC=C(C=C1)OC)CN1[C@H](CN(CC1)S(=O)(=O)C)C ((S)-4-(2-fluoro-5-((2-methyl-4-(methylsulfonyl)piperazin-1-yl)methyl)pyridin-3-yl)-N,N-bis(4-methoxybenzyl)-6-methyl-1,3,5-triazin-2-amine). Yields the product ClC1=C(C=C(C=N1)NC1=NC=C(C=C1C1=NC(=NC(=N1)C)N)CN1[C@H](CN(CC1)S(=O)(=O)C)C)OC ((S)-4-(2-(6-Chloro-5-Methoxypyridin-3-Ylamino)-5-((2-Methyl-4-(Methylsulfonyl)Piperazin-1-yl)Methyl)Pyridin-3-yl)-6-Methyl-1,3,5-Triazin-2-Amine). As a reaction SMILES: [Cl:1][C:2]1[N:7]=[CH:6][C:5]([NH2:8])=[CH:4][C:3]=1[O:9][CH3:10].F[C:12]1[C:17]([C:18]2[N:23]=[C:22]([CH3:24])[N:21]=[C:20]([N:25](CC3C=CC(OC)=CC=3)CC3C=CC(OC)=CC=3)[N:19]=2)=[CH:16][C:15]([CH2:44][N:45]2[CH2:50][CH2:49][N:48]([S:51]([CH3:54])(=[O:53])=[O:52])[CH2:47][C@@H:46]2[CH3:55])=[CH:14][N:13]=1>>[Cl:1][C:2]1[N:7]=[CH:6][C:5]([NH:8][C:12]2[C:17]([C:18]3[N:23]=[C:22]([CH3:24])[N:21]=[C:20]([NH2:25])[N:19]=3)=[CH:16][C:15]([CH2:44][N:45]3[CH2:50][CH2:49][N:48]([S:51]([CH3:54])(=[O:52])=[O:53])[CH2:47][C@@H:46]3[CH3:55])=[CH:14][N:13]=2)=[CH:4][C:3]=1[O:9][CH3:10]. Procedure: The title compound was prepared from 6-chloro-5-methoxypyridin-3-amine (Small Molecules, Inc.) and (S)-4-(2-fluoro-5-((2-methyl-4-(methylsulfonyl)piperazin-1-yl)methyl)pyridin-3-yl)-N,N-bis(4-methoxybenzyl)-6-methyl-1,3,5-triazin-2-amine (preparation similar as reported in Example 316, Steps 1 to 2; from (S)-tert-butyl 3-methylpiperazine-1-carboxylate (Sigma Aldrich, Inc.)) via similar steps as previously described in Example 316 and isolated as a yellow solid. m/z (ESI, +ve ion) 534 (M+H)+. 1H ... Yields the product CC1(C)CCC(C)(C)c2cc(C=CC(=O)Oc3ccc(CO)cc3)ccc21. As a reaction SMILES: [BH4-:39].[CH2:28]1[O:29][CH2:30][CH2:31][CH2:32]1.[CH3:1][C:2]1([CH3:27])[c:3]2[cH:4][cH:5][c:6]([CH:14]=[CH:15][C:16](=[O:17])[O:18][c:19]3[cH:20][cH:21][c:22]([CH:23]=[O:24])[cH:25][cH:26]3)[cH:7][c:8]2[C:9]([CH3:12])([CH3:13])[CH2:10][CH2:11]1.[CH3:33][CH2:34][CH2:35][CH2:36][CH2:37][CH3:38].[Na+:40].[OH2:41]>>[CH3:1][C:2]1([CH3:27])[c:3]2[cH:4][cH:5][c:6]([CH:14]=[CH:15][C:16](=[O:17])[O:18][c:19]3[cH:20][cH:21][c:22]([CH2:23][OH:24])[cH:25][cH:26]3)[cH:7][c:8]2[C:9]([CH3:12])([CH3:13])[CH2:10][CH2:11]1. Reactants: [BH4-], C1CCOC1, CC1(C)CCC(C)(C)c2cc(C=CC(=O)Oc3ccc(C=O)cc3)ccc21, CCCCCC, [Na+], O. The reactants are C(C)C1=C(OC[C@H](CNC)O)C(=CC(=C1)C1=NOC(=N1)C1=NC=C(C(=C1)C)CC(C)C)C ((S)-1-{2-Ethyl-4-[5-(5-isobutyl-4-methyl-pyridin-2-yl)-[1,2,4]oxadiazol-3-yl]-6-methyl-phenoxy}-3-methylamino-propan-2-ol), [K+].C(C)S(=O)(=O)[NH-] (ethanesulfonamide potassium salt). Run in CN(C)C=O (DMF). Product: C(C)C1=C(OC[C@H](CNS(=O)(=O)CC)O)C(=CC(=C1)C1=NOC(=N1)C1=NC=C(C(=C1)C)CC(C)C)C (Ethanesulfonic acid ((2S)-3-{2-ethyl-4-[5-(5-isobutyl-4-methyl-pyridin-2-yl)-[1,2,4]oxadiazol-3-yl]-6-methyl-phenoxy}-2-hydroxy-propyl)-amide). Reaction SMILES: [CH2:1]([C:3]1[CH:15]=[C:14]([C:16]2[N:20]=[C:19]([C:21]3[CH:26]=[C:25]([CH3:27])[C:24]([CH2:28][CH:29]([CH3:31])[CH3:30])=[CH:23][N:22]=3)[O:18][N:17]=2)[CH:13]=[C:12]([CH3:32])[C:4]=1[O:5][CH2:6][C@@H:7]([OH:11])[CH2:8][NH:9]C)[CH3:2].[K+].[CH2:34]([S:36]([NH-])(=[O:38])=[O:37])[CH3:35]>CN(C=O)C>[CH2:1]([C:3]1[CH:15]=[C:14]([C:16]2[N:20]=[C:19]([C:21]3[CH:26]=[C:25]([CH3:27])[C:24]([CH2:28][CH:29]([CH3:30])[CH3:31])=[CH:23][N:22]=3)[O:18][N:17]=2)[CH:13]=[C:12]([CH3:32])[C:4]=1[O:5][CH2:6][C@@H:7]([OH:11])[CH2:8][NH:9][S:36]([CH2:34][CH3:35])(=[O:38])=[O:37])[CH3:2] |f:1.2|. Reported procedure: A solution of the epoxide intermediate of Example 57 (step a, 25 mg, 61 μmol) and ethanesulfonamide potassium salt (27 mg, 184 μmol) in DMF (2 mL) is stirred at 60° C. for 18 h. The solvent is removed in vacuo and the crude product is purified by prep. HPLC to give the title compound (8 mg) as a colourless oil; LC-MS: tR=1.07 min, [M+H]+=517.12.